Dataset: the Open Reaction Database (ORD), a public repository of structured organic reaction records. Task: describe an organic reaction: reactants, conditions, products, and yield Starting materials: C1(=CC=C(C=C1)N(C1=C(C=C(C=C1)C1=CC=CC=C1)C1=CC=CC=C1)C1=CC=C(C=C1)OC)C1=CC=CC=C1 (N-([1,1′-biphenyl]-4-yl)-N-(4-methoxyphenyl)-[1,1′:3′,1″-terphenyl]-4′-amine), Cl.N1=CC=CC=C1 (pyridine hydrochloride), N1=CC=CC=C1 (pyridine), FC(S(=O)(=O)OS(=O)(=O)C(F)(F)F)(F)F (trifluoromethanesulfonic anhydride). Run at temperature 0 celsius, time 17 hour. Yields the product FC(S(=O)(=O)OC1=CC=C(C=C1)N(C1=C(C=C(C=C1)C1=CC=CC=C1)C1=CC=CC=C1)C1=CC=C(C=C1)C1=CC=CC=C1)(F)F (4-([1,1′-biphenyl]-4-yl([1,1′:3′,1″-terphenyl]-4′-yl)amino)phenyl trifluoromethanesulfonate). Isolated yield 94.4%. Reaction SMILES: [C:1]1([C:34]2[CH:39]=[CH:38][CH:37]=[CH:36][CH:35]=2)[CH:6]=[CH:5][C:4]([N:7]([C:26]2[CH:31]=[CH:30][C:29](OC)=[CH:28][CH:27]=2)[C:8]2[CH:13]=[CH:12][C:11]([C:14]3[CH:19]=[CH:18][CH:17]=[CH:16][CH:15]=3)=[CH:10][C:9]=2[C:20]2[CH:25]=[CH:24][CH:23]=[CH:22][CH:21]=2)=[CH:3][CH:2]=1.Cl.N1C=CC=CC=1.N1C=CC=CC=1.[F:53][C:54]([F:67])([F:66])[S:55]([O:58]S(C(F)(F)F)(=O)=O)(=[O:57])=[O:56]>>[F:53][C:54]([F:67])([F:66])[S:55]([O:58][C:29]1[CH:28]=[CH:27][C:26]([N:7]([C:4]2[CH:3]=[CH:2][C:1]([C:34]3[CH:39]=[CH:38][CH:37]=[CH:36][CH:35]=3)=[CH:6][CH:5]=2)[C:8]2[CH:13]=[CH:12][C:11]([C:14]3[CH:19]=[CH:18][CH:17]=[CH:16][CH:15]=3)=[CH:10][C:9]=2[C:20]2[CH:25]=[CH:24][CH:23]=[CH:22][CH:21]=2)=[CH:31][CH:30]=1)(=[O:57])=[O:56] |f:1.2|. Procedure details: N-([1,1′-biphenyl]-4-yl)-N-(4-methoxyphenyl)-[1,1′:3′,1″-terphenyl]-4′-amine (12.4 g, 24.7 mmol) and pyridine hydrochloride (28.8 g, 250.0 mmol) were purged with nitrogen for overnight. The mixture was refluxed for 2 h. After cooling, the precipitate was filtered and washed by excess water. The solid dissolved in DCM was filtered through a silica pad and washed with DCM. The solvent was removed in vacuo. The residue was dissolved in DCM (100 mL) and cooled down to 0° C. After that, pyridine (8.1... As a reaction SMILES: [C:1]([O:5][C:6]([NH:8][C:9]1[CH:17]=[CH:16][C:12]([C:13](O)=[O:14])=[CH:11][C:10]=1[I:18])=[O:7])([CH3:4])([CH3:3])[CH3:2].B>C1COCC1>[OH:14][CH2:13][C:12]1[CH:16]=[CH:17][C:9]([NH:8][C:6](=[O:7])[O:5][C:1]([CH3:2])([CH3:4])[CH3:3])=[C:10]([I:18])[CH:11]=1. The product is OCC1=CC(=C(C=C1)NC(OC(C)(C)C)=O)I (tert-butyl 4-(hydroxymethyl)-2-iodophenylcarbamate). Reported procedure: A mixture of Example 511B (363 mg, 1.0 mmol) in THF (2 mL) at 0° C. was slowly treated with a 1.0M solution of borane in THF (2.0 mL, 2.0 mmol), allowed to reach room temperature, slowly quenched with a saturated solution of ammonium chloride and extracted with ethyl acetate. The combined organic extracts were dried (MgSO4), filtered, and concentrated under vacuum. The residue was purified by column chromatography on silica gel to provide 275 mg (79%) of the desired product. MS (ESI) m/e 350 (M+... Solvent: C1CCOC1 (THF), C1CCOC1 (THF). The yield is 78.8%. The reactants are C(C)(C)(C)OC(=O)NC1=C(C=C(C(=O)O)C=C1)I (4-[(tert-butoxycarbonyl)amino]-3-iodobenzoic acid), solution, B (borane). The reactants are CC(C)(C)OC(=O)N1CCN(C2=Nc3ccc(F)cc3Nc3sc4ccccc4c32)CC1, O=C(O)C(F)(F)F. Product: Fc1ccc2c(c1)Nc1sc3ccccc3c1C(N1CCNCC1)=N2. As a reaction SMILES: [F:1][c:2]1[cH:3][c:4]2[c:5]([cH:31][cH:32]1)[N:6]=[C:7]([N:18]1[CH2:19][CH2:20][N:21]([C:24]([O:25][C:26]([CH3:27])([CH3:28])[CH3:29])=[O:30])[CH2:22][CH2:23]1)[c:8]1[c:9]([s:11][c:12]3[c:13]1[cH:14][cH:15][cH:16][cH:17]3)[NH:10]2.[OH:33][C:34]([C:35]([F:36])([F:37])[F:38])=[O:39]>>[F:1][c:2]1[cH:3][c:4]2[c:5]([cH:31][cH:32]1)[N:6]=[C:7]([N:18]1[CH2:19][CH2:20][NH:21][CH2:22][CH2:23]1)[c:8]1[c:9]([s:11][c:12]3[c:13]1[cH:14][cH:15][cH:16][cH:17]3)[NH:10]2. Starting materials: CC(C(=O)NC(CC(=O)OC(C)(C)C)C(=O)CF)n1ccccc1=O, ClCCl, O=C(O)C(F)(F)F. Yields the product CC(C(=O)NC(CC(=O)O)C(=O)CF)n1ccccc1=O. As a reaction SMILES: [C:8]([CH3:9])([CH3:10])([CH3:11])[O:12][C:13]([CH2:14][CH:15]([C:16]([CH2:17][F:18])=[O:19])[NH:20][C:21]([CH:22]([CH3:23])[n:24]1[c:25](=[O:30])[cH:26][cH:27][cH:28][cH:29]1)=[O:31])=[O:32].[Cl:33][CH2:34][Cl:35].[OH:1][C:2]([C:3]([F:4])([F:5])[F:6])=[O:7]>>[O:12]=[C:13]([CH2:14][CH:15]([C:16]([CH2:17][F:18])=[O:19])[NH:20][C:21]([CH:22]([CH3:23])[n:24]1[c:25](=[O:30])[cH:26][cH:27][cH:28][cH:29]1)=[O:31])[OH:32]. Reactants: C1COCCN1, CC#N, Cc1ccc(CNC2=Nc3ccc(NC(=O)CCl)cc3CO2)o1. Yields the product Cc1ccc(CNC2=Nc3ccc(NC(=O)CN4CCOCC4)cc3CO2)o1. RXN SMILES: [CH2:24]1[CH2:25][O:26][CH2:27][CH2:28][NH:29]1.[CH3:30][C:31]#[N:32].[Cl:1][CH2:2][C:3](=[O:4])[NH:5][c:6]1[cH:7][c:8]2[c:9]([cH:22][cH:23]1)[N:10]=[C:11]([NH:14][CH2:15][c:16]1[o:17][c:18]([CH3:21])[cH:19][cH:20]1)[O:12][CH2:13]2>>[CH2:2]([C:3](=[O:4])[NH:5][c:6]1[cH:7][c:8]2[c:9]([cH:22][cH:23]1)[N:10]=[C:11]([NH:14][CH2:15][c:16]1[o:17][c:18]([CH3:21])[cH:19][cH:20]1)[O:12][CH2:13]2)[N:29]1[CH2:24][CH2:25][O:26][CH2:27][CH2:28]1. Starting materials: [Na] (sodium), C(C1=CC=CC=C1)O (benzyl alcohol), C(C)(C)(C)C=1C(=NC(=NC1Cl)Cl)Cl (5-tert-Butyl-2,4,6-trichloro-pyrimidine). Conditions: time 1 hour. Yields the product C(C1=CC=CC=C1)OC1=NC(=C(C(=N1)OCC1=CC=CC=C1)C(C)(C)C)Cl (2,4-Bis-benzyloxy-5-tert-butyl-6-chloro-pyrimidine). The yield is 90.0%. As a reaction SMILES: [Na].[C:2]([C:6]1[C:7](Cl)=[N:8][C:9](Cl)=[N:10][C:11]=1[Cl:12])([CH3:5])([CH3:4])[CH3:3].[CH2:15]([OH:22])[C:16]1[CH:21]=[CH:20][CH:19]=[CH:18][CH:17]=1>>[CH2:15]([O:22][C:9]1[N:8]=[C:7]([O:22][CH2:15][C:16]2[CH:21]=[CH:20][CH:19]=[CH:18][CH:17]=2)[C:6]([C:2]([CH3:5])([CH3:4])[CH3:3])=[C:11]([Cl:12])[N:10]=1)[C:16]1[CH:21]=[CH:20][CH:19]=[CH:18][CH:17]=1 |^1:0|. Procedure details: To a stirred anhydrous benzyl alcohol (80 ml), was added pieces of sodium metal (1.73 g, 75 mmol). After the reaction completed, the mixture was cooled in an ice bath and 5-tert-Butyl-2,4,6-trichloro-pyrimidine (9 g, 37.5 mmol) was added. After 1 hr., the mixture was stirred at room temperature for overnight and evaporated in vacuo. The residue was dissolved in ethyl acetate, washed with water, dried with anhydrous magnesium sulfate, filtered, and evaporated in vacuo. The crude product was purif...